This data is from the Open Reaction Database (ORD), a public repository of structured organic reaction records. The task is: describe an organic reaction: reactants, conditions, products, and yield The reactants are Cl.NC=1C(OC(=CC1O)C1=CC=CC=C1)=O (3-amino-4-hydroxy-6-phenyl-2H-pyran-2-one hydrochloride), C(#N)[BH3-].[Na+] (sodium cyanoborohydride), C(C)(=O)O (acetic acid), C(C1=CC=CC=C1)=O (benzaldehyde). Run in CN(C=O)C (dimethylformamide). Product: C1(=CC=CC=C1)CN(C=1C(OC(=CC1O)C1=CC=CC=C1)=O)CC1=CC=CC=C1 (3-[Bis(phenylmethyl)amino]-4-hydroxy-6-phenyl-2H-pyran-2-one). As a reaction SMILES: Cl.N[C:3]1[C:4](=[O:16])[O:5][C:6]([C:10]2[CH:15]=[CH:14][CH:13]=[CH:12][CH:11]=2)=[CH:7][C:8]=1[OH:9].[C:17](O)(=O)[CH3:18].[CH:21](=O)[C:22]1[CH:27]=[CH:26][CH:25]=[CH:24][CH:23]=1.[C:29]([BH3-])#[N:30].[Na+]>CN(C)C=O>[C:22]1([CH2:21][N:30]([CH2:29][C:18]2[CH:17]=[CH:7][CH:8]=[CH:3][CH:4]=2)[C:3]2[C:4](=[O:16])[O:5][C:6]([C:10]3[CH:15]=[CH:14][CH:13]=[CH:12][CH:11]=3)=[CH:7][C:8]=2[OH:9])[CH:27]=[CH:26][CH:25]=[CH:24][CH:23]=1 |f:0.1,4.5|. Procedure: The title compound was prepared by Method D using 3-amino-4-hydroxy-6-phenyl-2H-pyran-2-one hydrochloride (0.150 g, 0.626 mmol), 1% acetic acid in dimethylformamide (7 mL), benzaldehyde (0.133 mL, 1.33 mmol), sodium cyanoborohydride (0.083 g, 1.31 mmol). m.p. 130-135° C.; 1H NMR (400 MHz, DMSO-d6) δ4.26 (s, 4 H), 6.44 (s, 1 H), 7.24 (m, 6 H), 7.44 (m, 7 H), 7.69 (m, 2 H). Reactants: C1(CC1)C=1NC(=NN1)N (5-cyclopropyl-4H-1,2,4-triazol-3-amine), C(#N)C1=C(C=CC=C1)C1=CC=C(C=C1)CC(C(=O)OCC)C(CCC)=O (ethyl 2-[(2′-cyanobiphenyl-4-yl)methyl]-3-oxohexanoate). Run in ClC1=C(C=C(C=C1)Cl)Cl (1,2,4-trichlorobenzene). The product is C1(CC1)C1=NN2C(NC(C(=C2CCC)CC2=CC=C(C=C2)C=2C(=CC=CC2)C#N)=O)=N1 (4′-[(2-cyclopropyl-5-oxo-7-propyl-4,5-dihydro[1,2,4]triazolo[1,5-a]pyrimidin-6-yl)methyl]biphenyl-2-carbonitrile). The yield is 21.3%. Reaction SMILES: [CH:1]1([C:4]2[NH:5][C:6]([NH2:9])=[N:7][N:8]=2)[CH2:3][CH2:2]1.[C:10]([C:12]1[CH:17]=[CH:16][CH:15]=[CH:14][C:13]=1[C:18]1[CH:23]=[CH:22][C:21]([CH2:24][CH:25]([C:31](=O)[CH2:32][CH2:33][CH3:34])[C:26](OCC)=[O:27])=[CH:20][CH:19]=1)#[N:11]>ClC1C=CC(Cl)=CC=1Cl>[CH:1]1([C:4]2[N:5]=[C:6]3[NH:9][C:26](=[O:27])[C:25]([CH2:24][C:21]4[CH:22]=[CH:23][C:18]([C:13]5[C:12]([C:10]#[N:11])=[CH:17][CH:16]=[CH:15][CH:14]=5)=[CH:19][CH:20]=4)=[C:31]([CH2:32][CH2:33][CH3:34])[N:7]3[N:8]=2)[CH2:3][CH2:2]1. Procedure: A solution of 5-cyclopropyl-4H-1,2,4-triazol-3-amine (1 g) and ethyl 2-[(2′-cyanobiphenyl-4-yl)methyl]-3-oxohexanoate (2.8 g) in 1,2,4-trichlorobenzene (20 mL) was stirred at 180° C. for 6 hr. After evaporation of the solvent under reduced pressure, the residue was purified by silica gel column chromatography to give the title compound as a colorless solid (0.7 g, 21%). Reactants: S(=O)([O-])S(=O)[O-].[Na+].[Na+] (sodium dithionite), NC1=NN2C(C=CC=C2)=C1 (2-Aminopyrazolo[1,5-a]pyridine), COC1=CC=C(C=C1)[N+]#N (p-methoxybenzenediazonium), azo. The product is NC1=NN2C(C=CC=C2)=C1N (2,3-diaminopyrazolo[1,5-a]pyridine). RXN SMILES: [NH2:1][C:2]1[CH:10]=[C:5]2[CH:6]=[CH:7][CH:8]=[CH:9][N:4]2[N:3]=1.COC1C=CC([N+:19]#N)=CC=1.S(S([O-])=O)([O-])=O.[Na+].[Na+]>>[NH2:1][C:2]1[C:10]([NH2:19])=[C:5]2[CH:6]=[CH:7][CH:8]=[CH:9][N:4]2[N:3]=1 |f:2.3.4|. Procedure details: 2.66 g. 2-Aminopyrazolo[1,5-a]pyridine (see Chem. Pharm. Bull., 21, 2146/1973) are reacted with p-methoxybenzenediazonium salt analogously to Example 12.3.1, the resultant azo compound is reduced with sodium dithionite and the crude product obtained is purified to give 2,3-diaminopyrazolo[1,5-a]pyridine; m.p. 190° C.; Rf =0.6 (silica gel, ligroin/acetone/glacial acetic acid 60:40:1 v/v/v). The reactants are FC=1C=C(C=C(C1F)F)[Mg]Br (3,4,5-trifluorophenyl magnesium bromide), BrC1=CC(=C(C(=C1)F)F)F (1-bromo-3,4,5-trifluorobenzene), [Mg] (magnesium), O=C1CCC[C@@H](N1C(=O)O)C(=O)O ((R)-6-oxopiperidine-1,2-dicarboxylic acid). Solvent: C1CCOC1 (THF). Conditions: time 2 hour. The product is COC(=O)[C@@H]1N[C@@H](CCC1)C1=CC(=C(C(=C1)F)F)F ((2R,6S)-6-(3,4,5-trifluorophenyl)piperidine-2-carboxylic acid methyl ester). RXN SMILES: [F:1][C:2]1[CH:3]=[C:4]([Mg]Br)[CH:5]=[C:6]([F:9])[C:7]=1[F:8].Br[C:13]1C=C(F)C(F)=C(F)C=1.[Mg].O=[C:24]1[N:29](C(O)=O)[C@@H:28]([C:33]([OH:35])=[O:34])[CH2:27][CH2:26][CH2:25]1>C1COCC1>[CH3:13][O:35][C:33]([C@H:28]1[CH2:27][CH2:26][CH2:25][C@@H:24]([C:4]2[CH:3]=[C:2]([F:1])[C:7]([F:8])=[C:6]([F:9])[CH:5]=2)[NH:29]1)=[O:34]. Procedure: Under a nitrogen atmosphere and at −78° C., 3,4,5-trifluorophenyl magnesium bromide (prepared from 1-bromo-3,4,5-trifluorobenzene (11.7 g) and magnesium (1.48 g) according to the method described in Org. Synth., 2001, 79, 176) was added to a THF (140 mL) solution of (R)-6-oxopiperidine-1,2-dicarboxylic acid 1-tertiery butyl ester (13.0 g) over 30 minutes. The reaction solution was stirred for 2 hours from −78° C. to −10° C. Afterwards, at −10° C., the resultant reaction was quenched with saturat... Reactants: NCC(=O)N1[C@@H](S[C@@H]([C@@H]1C1=C(C=CC=C1)F)C(=O)OC)C(=O)OC(C)(C)C (tert-butyl (2S,4S,5S)-3-(2-aminoacetyl)-5-methoxycarbonyl-4-(2-fluorophenyl)-2-thiazolidinecarboxylate), O1CCCC1 (tetrahydrofuran). Solvent: CC=1C=C(C=CC1)N=C=O (3-methylphenyl isocyanate). Product: COC(=O)[C@@H]1[C@@H](N([C@@H](S1)C(=O)OC(C)(C)C)C(CNC(=O)NC1=CC(=CC=C1)C)=O)C1=C(C=CC=C1)F (tert-butyl (2S,4S,5S)-5-methoxycarbonyl-3-{2-[3-(3-methylphenyl)ureido]acetyl}-4-(2-fluorophenyl)-2-thiazolidinecarboxylate). RXN SMILES: [NH2:1][CH2:2][C:3]([N:5]1[C@@H:9]([C:10]2[CH:15]=[CH:14][CH:13]=[CH:12][C:11]=2[F:16])[C@@H:8]([C:17]([O:19][CH3:20])=[O:18])[S:7][C@H:6]1[C:21]([O:23][C:24]([CH3:27])([CH3:26])[CH3:25])=[O:22])=[O:4].O1[CH2:32][CH2:31][CH2:30][CH2:29]1>CC1C=C(N=C=O)C=CC=1>[CH3:20][O:19][C:17]([C@H:8]1[S:7][C@@H:6]([C:21]([O:23][C:24]([CH3:27])([CH3:26])[CH3:25])=[O:22])[N:5]([C:3](=[O:4])[CH2:2][NH:1][C:3]([NH:5][C:9]2[CH:10]=[CH:32][CH:31]=[C:30]([CH3:29])[CH:8]=2)=[O:4])[C@H:9]1[C:10]1[CH:15]=[CH:14][CH:13]=[CH:12][C:11]=1[F:16])=[O:18]. Reported procedure: The process is performed in a similar manner to that described in Example 1, but starting with 0.30 g of tert-butyl (2S,4S,5S)-3-(2-aminoacetyl)-5-methoxycarbonyl-4-(2-fluorophenyl)-2-thiazolidinecarboxylate dissolved in 10 ml of tetrahydrofuran and 100 μl of 3-methylphenyl isocyanate. The crude product is purified by chromatography on silica [eluent: ethyl acetate/cyclohexane (30/70 by volume)]. The fractions containing the expected product are combined and concentrated to dryness under reduced... Reactants: OC(=O)C(F)(F)F.N1CC(C1)C1=CC2=C(C=3N=C(SC3CCO2)C=2N(N=CN2)C(C)C)C=C1 (8-azetidin-3-yl-2-(2-isopropyl-2H-[1,2,4]triazol-3-yl)-4,5-dihydro-6-oxa-3-thia-1-aza-benzo[e]azulene TFA salt), CC(=O)C (acetone), C1CCOC1 (THF), [C-]#N.[Na+] (sodium cyanide). Solvent: O (water), O (water). Reaction conditions: time 18 hour. The product is C(C)(C)N1N=CN=C1C=1SC=2CCOC3=C(C2N1)C=CC(=C3)C3CN(C3)C(C#N)(C)C (2-{3-[2-(2-Isopropyl-2H-[1,2,4]triazol-3-yl)-4,5-dihydro-6-oxa-3-thia-1-aza-benzo[e]azulen-8-yl]-azetidin-1-yl}-2-methyl-propionitrile). RXN SMILES: OC(C(F)(F)F)=O.[NH:8]1[CH2:11][CH:10]([C:12]2[CH:33]=[CH:32][C:15]3[C:16]4[N:17]=[C:18]([C:24]5[N:25]([CH:29]([CH3:31])[CH3:30])[N:26]=[CH:27][N:28]=5)[S:19][C:20]=4[CH2:21][CH2:22][O:23][C:14]=3[CH:13]=2)[CH2:9]1.[C-:34]#[N:35].[Na+].CC(C)=O.[CH2:41]1[CH2:45]OC[CH2:42]1>O>[CH:29]([N:25]1[C:24]([C:18]2[S:19][C:20]3[CH2:21][CH2:22][O:23][C:14]4[CH:13]=[C:12]([CH:10]5[CH2:11][N:8]([C:41]([CH3:42])([CH3:45])[C:34]#[N:35])[CH2:9]5)[CH:33]=[CH:32][C:15]=4[C:16]=3[N:17]=2)=[N:28][CH:27]=[N:26]1)([CH3:31])[CH3:30] |f:0.1,2.3|. Procedure details: 8-Azetidin-3-yl-2-(2-isopropyl-2H-[1,2,4]triazol-3-yl)-4,5-dihydro-6-oxa-3-thia-1-aza-benzo[e]azulene TFA salt 235 (0.32 g, 0.6 mmol) was suspended in water (2.5 mL) and treated with sodium cyanide (50 mg, 0.6 mmol). A solution of acetone (60 mg, 0.9 mmol) in water (0.25 mL) was added followed by THF (˜2 mL) to aid dissolution. The reaction mixture was stirred at RT for 18 hours then extracted with DCM (×2). The combined organic extracts were washed with brine, dried (Na2SO4) and concentrated in... Reactants: N (ammonia), CO (MeOH), CC1=NOC(=C1S(=O)(=O)Cl)C (3,5-Dimethylisoxazole-4-sulfonyl chloride). Solvent: C1CCOC1 (THF). Reaction conditions: time 1 hour. Yields the product CC1=NOC(=C1S(=O)(=O)N)C (3,5-Dimethylisoxazole-4-sulfonamide). Yield: 67.0%. RXN SMILES: [CH3:1][C:2]1[C:6]([S:7](Cl)(=[O:9])=[O:8])=[C:5]([CH3:11])[O:4][N:3]=1.[NH3:12].CO>C1COCC1>[CH3:1][C:2]1[C:6]([S:7]([NH2:12])(=[O:9])=[O:8])=[C:5]([CH3:11])[O:4][N:3]=1. Procedure details: 3,5-Dimethylisoxazole-4-sulfonyl chloride (4.3 g; 21.8 mmol; 1 eq) is dissolved in THF (10 mL), ammonia in MeOH (55 mL; 2 M; 109 mmol; 5 eq) is added and the reaction is stirred for 1 h at room temperature. The reaction mixture is concentrated under reduced pressure and the residue is taken up in 100 mL of EtOAc. The organic phase is washed with a saturated aqueous solution of NH4Cl (100 mL) then dried over MgSO4. The solvent is removed under reduced pressure, affording 2.6 g (67%) of the title ... Reactants: COc1ccc(N2CCN(c3c(C)c(C)c4c(c3C)C(O)C(C)(C)O4)CC2)cc1, CO, Nc1ccccc1, O, Cc1ccc(S(=O)(=O)O)cc1. The product is COc1ccc(N2CCN(c3c(C)c(C)c4c(c3C)C(Nc3ccccc3)C(C)(C)O4)CC2)cc1. Reaction SMILES: [CH3:20][O:21][c:22]1[cH:23][cH:24][c:25]([N:28]2[CH2:29][CH2:30][N:31]([c:34]3[c:35]([CH3:48])[c:36]([CH3:47])[c:37]4[c:38]([c:45]3[CH3:46])[CH:39]([OH:44])[C:40]([CH3:42])([CH3:43])[O:41]4)[CH2:32][CH2:33]2)[cH:26][cH:27]1.[CH3:49][OH:50].[NH2:1][c:2]1[cH:3][cH:4][cH:5][cH:6][cH:7]1.[OH2:8].[c:9]1([CH3:10])[cH:11][cH:12][c:13]([S:14]([OH:15])(=[O:16])=[O:17])[cH:18][cH:19]1>>[NH:1]([c:2]1[cH:3][cH:4][cH:5][cH:6][cH:7]1)[CH:39]1[c:38]2[c:37]([c:36]([CH3:47])[c:35]([CH3:48])[c:34]([N:31]3[CH2:30][CH2:29][N:28]([c:25]4[cH:24][cH:23][c:22]([O:21][CH3:20])[cH:27][cH:26]4)[CH2:33][CH2:32]3)[c:45]2[CH3:46])[O:41][C:40]1([CH3:42])[CH3:43].